From a dataset of the Open Reaction Database (ORD), a public repository of structured organic reaction records. describe an organic reaction: reactants, conditions, products, and yield Solvent: C1CCOC1 (THF), C1CCOC1 (THF). The reactants are [H-].[H-].[H-].[H-].[Li+].[Al+3] (LiAlH4), solution, C(C)OC(=O)C1CC(C(CC1)NCC1=CC=CC=C1)C (4-benzylamino-3-methyl-cyclohexanecarboxylic acid ethyl ester). Reported procedure: A cooled (0° C.) mixture comprising 4-benzylamino-3-methyl-cyclohexanecarboxylic acid ethyl ester (0.90 g, 3.27 mmol) in THF (50 mL) is treated with LiAlH4 (4.09 mL, 8.08 mmol of a 2M solution in THF) and the reaction mixture is stirred at RT for 2 hours. The reaction is quenched with water (5 mL), NaOH (5 mL) followed by water (20 mL). The resulting precipitate is removed by filtration and washed with EtOAc. The organic phase is washed with water, brine, dried (MgSO4) and concentrated in vacuo ... As a reaction SMILES: C([O:3][C:4]([CH:6]1[CH2:11][CH2:10][CH:9]([NH:12][CH2:13][C:14]2[CH:19]=[CH:18][CH:17]=[CH:16][CH:15]=2)[CH:8]([CH3:20])[CH2:7]1)=O)C.[H-].[H-].[H-].[H-].[Li+].[Al+3]>C1COCC1>[CH2:13]([NH:12][CH:9]1[CH2:10][CH2:11][CH:6]([CH2:4][OH:3])[CH2:7][CH:8]1[CH3:20])[C:14]1[CH:19]=[CH:18][CH:17]=[CH:16][CH:15]=1 |f:1.2.3.4.5.6|. Yields the product C(C1=CC=CC=C1)NC1C(CC(CC1)CO)C ((4-Benzylamino-3-methyl-cyclohexyl)-methanol). Run at time 2 hour.